From a dataset of the Open Reaction Database (ORD), a public repository of structured organic reaction records. describe an organic reaction: reactants, conditions, products, and yield Reactants: C(=O)(O)[O-].[Na+] (NaHCO3), N([C@@H](CC1=CC(=C(C=C1)O)C(C)(C)C)C(=O)OC)C=O (N-formyl-Tyr(3-tBu)-OMe), Br.C(C)(=O)O (hydrobromic acid acetic acid), CO (methanol). Run in C1CCOC1 (THF). Reaction conditions: time 20 minute. The product is N([C@@H](CC1=CC(=C(C=C1)O)C(C)(C)C)C(=O)OC)C (N-Me-Tyr(3-tBu)-OMe). Isolated yield 89.7%. Reaction SMILES: [NH:1]([CH:19]=O)[C@H:2]([C:15]([O:17][CH3:18])=[O:16])[CH2:3][C:4]1[CH:9]=[CH:8][C:7]([OH:10])=[C:6]([C:11]([CH3:14])([CH3:13])[CH3:12])[CH:5]=1.CO.Br.C(O)(=O)C.C([O-])(O)=O.[Na+]>C1COCC1>[NH:1]([CH3:19])[C@H:2]([C:15]([O:17][CH3:18])=[O:16])[CH2:3][C:4]1[CH:9]=[CH:8][C:7]([OH:10])=[C:6]([C:11]([CH3:14])([CH3:12])[CH3:13])[CH:5]=1 |f:2.3,4.5|. Procedure: To a solution of N-formyl-Tyr(3-tBu)-OMe (23.8 g, 85.3 mmol) in THF (400 ml), 1.0M borane-THF complex (170 ml) was added dropwise under cooling with ice over 30 min. The mixture was stirred for 20 min., mixed with methanol (50 ml) and further stirred for 30 min. The reaction mixture was mixed with 33% hydrobromic acid/acetic acid (31 ml) and stirred for 2 hours. The mixture was neutralized by saturated aqueous NaHCO3 under cooling with ice and extracted with chloroform. The organic layer was was... The reactants are ClCC(=O)NC1=CC=C(C=C1)NC1=NC=CC(=N1)C1=C(N=C(S1)C)C (2-chloro-N-{4-[4-(2,4-dimethyl-thiazol-5-yl)-pyrimidin-2-ylamino]-phenyl}-acetamide), N1CCOCC1 (morpholine). Product: CC=1SC(=C(N1)C)C1=NC(=NC=C1)NC1=CC=C(C=C1)NC(CN1CCOCC1)=O (N-{4-[4-(2,4-Dimethyl-thiazol-5-yl)-pyrimidin-2-ylamino]-phenyl}-2-morpholin-4-yl-acetamide). As a reaction SMILES: Cl[CH2:2][C:3]([NH:5][C:6]1[CH:11]=[CH:10][C:9]([NH:12][C:13]2[N:18]=[C:17]([C:19]3[S:23][C:22]([CH3:24])=[N:21][C:20]=3[CH3:25])[CH:16]=[CH:15][N:14]=2)=[CH:8][CH:7]=1)=[O:4].[NH:26]1[CH2:31][CH2:30][O:29][CH2:28][CH2:27]1>>[CH3:24][C:22]1[S:23][C:19]([C:17]2[CH:16]=[CH:15][N:14]=[C:13]([NH:12][C:9]3[CH:10]=[CH:11][C:6]([NH:5][C:3](=[O:4])[CH2:2][N:26]4[CH2:31][CH2:30][O:29][CH2:28][CH2:27]4)=[CH:7][CH:8]=3)[N:18]=2)=[C:20]([CH3:25])[N:21]=1. Procedure details: By treatment of 2-chloro-N-{4-[4-(2,4-dimethyl-thiazol-5-yl)-pyrimidin-2-ylamino]-phenyl}-acetamide with morpholine. 1H-NMR (DMSO-D6) δ: 2.61 (s, 3H, CH3), 2.64 (s, 3H, CH3), 3.09 (s, 2H, CH2), 3.27-3.31 (m, 4H, CH2), 3.62-3.64 (m, 4H, CH2), 7.04 (d, 1H, J=5.4 Hz, pyrimidinyl-H), 7.54 (d, 2H, J=8.8 Hz, Ph-H), 7.67 (d, 2H, J=8.8 Hz, Ph-H), 8.48 (d, 1H, J=4.9 Hz, pyrimidinyl-H), 9.59 (s, 1H, NH). MS (ESI+) m/z 425.01 [M+H]+ (C21H24N6O2S requires 424.52). The reactants are [Li] (Lithium), C(C)(=O)OCC (ethyl acetate), [Cl-].[NH4+] (ammonium chloride), C(=O)C(=C)CC (2-formylbut-1-ene). Run in liquid, N (ammonia), ferric nitrate, C(C)OCC (diethyl ether). Reaction conditions: time 2 minute. The product is C(C)C(=C)C(CC(=O)OCC)O (2-ethyl-3-hydroxy-4-ethoxycarbonylbut-1-ene). Isolated yield 23.6%. RXN SMILES: [Li].[C:2]([O:5][CH2:6][CH3:7])(=[O:4])[CH3:3].[CH:8]([C:10]([CH2:12][CH3:13])=[CH2:11])=[O:9].[Cl-].[NH4+]>N.C(OCC)C>[CH2:12]([C:10]([CH:8]([OH:9])[CH2:3][C:2]([O:5][CH2:6][CH3:7])=[O:4])=[CH2:11])[CH3:13] |f:3.4,^1:0|. Procedure: 2.2 g Lithium metal was dissolved in 200 ml of liquid ammonia containing a trace of ferric nitrate, and 21 g (23.5 ml) of ethyl acetate was added. The mixture was stirred for two minutes and 2-formylbut-1-ene (19 g) in diethyl ether (60 ml) was added over 10 minutes at the reflux temperature of the mixture. Stirring was continued for a further 30 minutes, a slight excess of ammonium chloride was added to the reaction mixture and the ammonia was evaporated off. The residue was extracted with diet... Starting materials: C1(CCCC1)OC=1C=C(C=CC1OC)C1CCN(CC1)C(CC(=O)O)=O (3-[4-(3-cyclopentyloxy-4-methoxyphenyl)piperidin-1-yl]-3-oxo-propionic acid), C(C(=O)Cl)(=O)Cl (oxalyl chloride), N.CC#N (NH3 CH3CN). The reagents and catalysts are CN(C)C=O (DMF). Run in C1(=CC=CC=C1)C (toluene). The product is C1(CCCC1)OC=1C=C(C=CC1OC)C1CCN(CC1)C(CC(=O)N)=O (3-[4-(3-cyclopentyloxy-4-methoxyphenyl)piperidin-1-yl]-3-oxo-propionamide). RXN SMILES: [CH:1]1([O:6][C:7]2[CH:8]=[C:9]([CH:15]3[CH2:20][CH2:19][N:18]([C:21](=[O:26])[CH2:22][C:23](O)=[O:24])[CH2:17][CH2:16]3)[CH:10]=[CH:11][C:12]=2[O:13][CH3:14])[CH2:5][CH2:4][CH2:3][CH2:2]1.C(Cl)(=O)C(Cl)=O.N.CC#[N:36]>CN(C=O)C.C1(C)C=CC=CC=1>[CH:1]1([O:6][C:7]2[CH:8]=[C:9]([CH:15]3[CH2:20][CH2:19][N:18]([C:21](=[O:26])[CH2:22][C:23]([NH2:36])=[O:24])[CH2:17][CH2:16]3)[CH:10]=[CH:11][C:12]=2[O:13][CH3:14])[CH2:5][CH2:4][CH2:3][CH2:2]1 |f:2.3|. Reported procedure: In the same manner as Example, 9, 3-[4-(3-cyclopentyloxy-4-methoxyphenyl)piperidin-1-yl]-3-oxo-propionic acid (0.70 mmol, 0.25 g), oxalyl chloride (0.77 mmol, 0.385 mL; 2M solution in CH2Cl2), DMF (4 drops) and saturated NH3 /CH3CN solution (10 mL) in dry toluene (10 mL) afforded a solid which was triturated in Et2O/hexane to give the title compound as a white solid, mp=132°-133° C. (0.40 mmol, 0.150 g, 60%). Reactants: C(=O)(Cl)Cl (phosgene), C(CC)(=O)N1CCNCC1 (1-propionylpiperazine). Solvent: C1(=CC=CC=C1)C (toluene), C1(=CC=CC=C1)C (toluene). Reaction conditions: temperature -5 celsius. The product is ClC(=O)N1CCN(CC1)C(CC)=O (1-Chlorocarbonyl-4-propionylpiperazine). Isolated yield 98.8%. RXN SMILES: [C:1]([Cl:4])(Cl)=[O:2].[C:5]([N:9]1[CH2:14][CH2:13][NH:12][CH2:11][CH2:10]1)(=[O:8])[CH2:6][CH3:7]>C1(C)C=CC=CC=1>[Cl:4][C:1]([N:12]1[CH2:13][CH2:14][N:9]([C:5](=[O:8])[CH2:6][CH3:7])[CH2:10][CH2:11]1)=[O:2]. Procedure details: A solution of phosgene (45.0 g.) in anhydrous toluene (500 cm3) and 1-propionylpiperazine (129.0 g.) are added simultaneously to anhydrous toluene (500 cm3), while the temperature is maintained at about -5° C. 1-Chlorocarbonyl-4-propionylpiperazine (92.0 g.), m.p. about 45° C., is thus obtained. After one hour's stirring at 2° C., the 1-propionylpiperazine hydrochloride formed is separated by filtration and, after evaporation of the filtrate under reduced pressure (20 mm.Hg) 1-chlorocarbonyl-4-p...